This data is from the Open Reaction Database (ORD), a public repository of structured organic reaction records. The task is: describe an organic reaction: reactants, conditions, products, and yield Reactants: COC1CCC(CN2C(=O)CNc3ncc(-c4cnc(C#N)cc4C)nc32)CC1, [Na+], [Na+], O=C([O-])[O-], O=S(=O)(O)O. Yields the product COC1CCC(CN2C(=O)CNc3ncc(-c4cnc(C(N)=O)cc4C)nc32)CC1. RXN SMILES: [CH3:1][O:2][CH:3]1[CH2:4][CH2:5][CH:6]([CH2:9][N:10]2[c:11]3[c:12]([n:17][cH:18][c:19](-[c:21]4[c:22]([CH3:29])[cH:23][c:24]([C:27]#[N:28])[n:25][cH:26]4)[n:20]3)[NH:13][CH2:14][C:15]2=[O:16])[CH2:7][CH2:8]1.[Na+:35].[Na+:36].[O-:37][C:38](=[O:39])[O-:40].[S:30]([OH:31])(=[O:32])(=[O:33])[OH:34]>>[CH3:1][O:2][CH:3]1[CH2:4][CH2:5][CH:6]([CH2:9][N:10]2[c:11]3[c:12]([n:17][cH:18][c:19](-[c:21]4[c:22]([CH3:29])[cH:23][c:24]([C:27]([NH2:28])=[O:31])[n:25][cH:26]4)[n:20]3)[NH:13][CH2:14][C:15]2=[O:16])[CH2:7][CH2:8]1.